Dataset: the Open Reaction Database (ORD), a public repository of structured organic reaction records. Task: describe an organic reaction: reactants, conditions, products, and yield Starting materials: N#CCc1ccc(Br)cc1, Cc1ccccc1, CC#N, Clc1ncnc2ccccc12, Clc1ccnc2ccccc12, [Na]. Yields the product Brc1ccc(Cc2ccnc3ccccc23)cc1. RXN SMILES: [Br:24][c:25]1[cH:26][cH:27][c:28]([CH2:31][C:32]#[N:33])[cH:29][cH:30]1.[CH3:34][c:35]1[cH:36][cH:37][cH:38][cH:39][cH:40]1.[CH3:41][C:42]#[N:43].[Cl:12][c:13]1[c:14]2[c:15]([cH:16][cH:17][cH:18][cH:19]2)[n:20][cH:21][n:22]1.[Cl:1][c:2]1[cH:3][cH:4][n:5][c:6]2[cH:7][cH:8][cH:9][cH:10][c:11]12.[Na:23]>>[c:2]1([CH2:31][c:28]2[cH:27][cH:26][c:25]([Br:24])[cH:30][cH:29]2)[cH:3][cH:4][n:5][c:6]2[cH:7][cH:8][cH:9][cH:10][c:11]12. Starting materials: Cl.NC1=NN2C(N(C(=C([C@H]2C2=CC=C(C=C2)C#N)C#N)C)C2=CC(=CC=C2)C(F)(F)F)=N1 ((7R)-2-amino-7-(4-cyanophenyl)-5-methyl-4-[3-(trifluoromethyl)phenyl]-4,7-dihydro[1,2,4]triazolo[1,5-a]pyrimidine-6-carbonitrile hydrochloride), C(C)(=O)OCC(=O)Cl (acetoxyacetyl chloride). The solvent is N1=CC=CC=C1 (pyridine). Conditions: time 12 hour. The product is C(C)(=O)OCC(=O)NC1=NN2C(N(C(=C([C@H]2C2=CC=C(C=C2)C#N)C#N)C)C2=CC(=CC=C2)C(F)(F)F)=N1 (2-({(7R)-6-Cyano-7-(4-cyanophenyl)-5-methyl-4-[3-(trifluoromethyl)phenyl]-4,7-dihydro[1,2,4]triazolo[1,5-a]pyrimidin-2-yl}amino)-2-oxoethyl acetate). As a reaction SMILES: Cl.[NH2:2][C:3]1[N:32]=[C:6]2[N:7]([C:22]3[CH:27]=[CH:26][CH:25]=[C:24]([C:28]([F:31])([F:30])[F:29])[CH:23]=3)[C:8]([CH3:21])=[C:9]([C:19]#[N:20])[C@@H:10]([C:11]3[CH:16]=[CH:15][C:14]([C:17]#[N:18])=[CH:13][CH:12]=3)[N:5]2[N:4]=1.[C:33]([O:36][CH2:37][C:38](Cl)=[O:39])(=[O:35])[CH3:34]>N1C=CC=CC=1>[C:33]([O:36][CH2:37][C:38]([NH:2][C:3]1[N:32]=[C:6]2[N:7]([C:22]3[CH:27]=[CH:26][CH:25]=[C:24]([C:28]([F:29])([F:31])[F:30])[CH:23]=3)[C:8]([CH3:21])=[C:9]([C:19]#[N:20])[C@@H:10]([C:11]3[CH:16]=[CH:15][C:14]([C:17]#[N:18])=[CH:13][CH:12]=3)[N:5]2[N:4]=1)=[O:39])(=[O:35])[CH3:34] |f:0.1|. Procedure: Under an atmosphere of argon protective gas, (7R)-2-amino-7-(4-cyanophenyl)-5-methyl-4-[3-(trifluoromethyl)phenyl]-4,7-dihydro[1,2,4]triazolo[1,5-a]pyrimidine-6-carbonitrile hydrochloride (30 mg, 66 mmol) was dissolved in abs. pyridine (1.5 ml). At room temperature, acetoxyacetyl chloride (37 mg, 262 mmol, 4 eq.) was added. After 12 h, analysis of the reaction by HPLC showed substantial conversion. The reaction mixture was concentrated under reduced pressure and purified by preparative HPLC (Gro...